From a dataset of the Open Reaction Database (ORD), a public repository of structured organic reaction records. describe an organic reaction: reactants, conditions, products, and yield Reactants: CC1(NC2=CC=C(C=C2C(=C1)C)C)C (1,2-Dihydro-2,2,4,6-tetramethylquinoline), C(C(=O)Cl)(=O)Cl (oxalyl chloride), CCl (methyl chloride). The solvent is C(Cl)Cl (methylene chloride). Conditions: time 1 hour. The product is CC1(N2C3=C(C=C(C=C3C(=C1)C)C)C(C2=O)=O)C (4,4,6,8-Tetramethyl-4H-pyrrolo[3,2,1-ij]quinolin-1,2-dione). RXN SMILES: [CH3:1][C:2]1([CH3:14])[CH:11]=[C:10]([CH3:12])[C:9]2[C:4](=[CH:5][CH:6]=[C:7]([CH3:13])[CH:8]=2)[NH:3]1.[C:15](Cl)(=[O:19])[C:16](Cl)=[O:17].CCl>C(Cl)Cl>[CH3:1][C:2]1([CH3:14])[CH:11]=[C:10]([CH3:12])[C:9]2[C:4]3=[C:5]([C:15](=[O:19])[C:16](=[O:17])[N:3]13)[CH:6]=[C:7]([CH3:13])[CH:8]=2. Reported procedure: 1,2-Dihydro-2,2,4,6-tetramethylquinoline (16.7 g., 0.09 mole) in 50 ml. dry methylene chloride was added slowly dropwise with stirring to oxalyl chloride (12.6 g., 0.1 mole) in 150 ml. dry methyl chloride under nitrogen at 30° C. Addition required 20 min., and when complete the very dark solution was stirred 15 min. at ambient temperature and one hour at a gentle reflux. The solvent was removed at reduced pressure and the dark red residue crystallized from methanol to yield a solid melting at 15... Yields the product ClC1=C(N=C(NC1=O)CC(=O)[O-])N1CCOCC1.[Na+] (sodium (5-chloro-4-morpholin-4-yl-6-oxo-1,6-dihydropyrimidin-2-yl)acetate). Reactants: [OH-].[Na+] (sodium hydroxide), C(C)OC(CC=1NC(C(=C(N1)N1CCOCC1)Cl)=O)=O ((5-chloro-4-morpholin-4-yl-6-oxo-1,6-dihydropyrimidin-2-yl)acetic acid ethyl ester). Run at time 24 hour. Run in C1CCOC1 (THF). Reaction SMILES: [OH-].[Na+:2].C([O:5][C:6](=[O:22])[CH2:7][C:8]1[NH:9][C:10](=[O:21])[C:11]([Cl:20])=[C:12]([N:14]2[CH2:19][CH2:18][O:17][CH2:16][CH2:15]2)[N:13]=1)C>C1COCC1>[Cl:20][C:11]1[C:10](=[O:21])[NH:9][C:8]([CH2:7][C:6]([O-:22])=[O:5])=[N:13][C:12]=1[N:14]1[CH2:15][CH2:16][O:17][CH2:18][CH2:19]1.[Na+:2] |f:0.1,4.5|. Procedure: 2.8 ml of 2N sodium hydroxide are added to a solution of 800 mg of (5-chloro-4-morpholin-4-yl-6-oxo-1,6-dihydropyrimidin-2-yl)acetic acid ethyl ester in 7.2 ml of THF. The reaction medium is stirred at ambient temperature for 24 hours. The reaction medium is concentrated under reduced pressure. The residue obtained is oven-dried under vacuum in the presence of P2O5, so as to give 750 mg of sodium (5-chloro-4-morpholin-4-yl-6-oxo-1,6-dihydropyrimidin-2-yl)acetate, the characteristics of which are... The reactants are ClC=1C=C2C(C(=CN(C2=C(C1F)Cl)C1CC1)C(=O)OCC)=O (ethyl 6,8-dichloro-1-cyclopropyl-7-fluoro-1,4-dihydro-4-oxo-3-quinolinecarboxylate), ClC=1C(=C(C(=O)F)C=C(C1F)Cl)F (3,5-Dichloro-2,4-difluoro-benzoyl fluoride), ClC=1C(=C(C(=O)C(C(=O)OCC)=COCC)C=C(C1F)Cl)F (ethyl 2-(3,5-dichloro-2,4-difluoro-benzoyl)-3-ethoxy-acrylate). The product is C(C)OC(CC(C1=C(C(=C(C(=C1)Cl)F)Cl)F)=O)=O (ethyl(3,5-dichloro-2,4-difluoro-benzoyl)-acetate), ClC=1C(=C(C(=O)C(C(=O)OCC)=CNC2CC2)C=C(C1F)Cl)F (ethyl 2-(3,5-dichloro-2,4-difluoro-benzoyl)-3-cyclopropylamino-acrylate). Isolated yield 96.0%. RXN SMILES: [Cl:1][C:2]1[C:3]([F:13])=[C:4]([CH:8]=[C:9]([Cl:12])[C:10]=1[F:11])[C:5](F)=[O:6].[Cl:14][C:15]1[C:16]([F:35])=[C:17]([CH:30]=[C:31]([Cl:34])[C:32]=1[F:33])[C:18]([C:20](=COCC)[C:21]([O:23][CH2:24][CH3:25])=[O:22])=[O:19].ClC1C=C2C(=C(Cl)C=1F)[N:43]([CH:49]1[CH2:51][CH2:50]1)[CH:42]=[C:41]([C:52]([O:54][CH2:55][CH3:56])=[O:53])C2=O>>[CH2:24]([O:23][C:21](=[O:22])[CH2:20][C:18](=[O:19])[C:17]1[CH:30]=[C:31]([Cl:34])[C:32]([F:33])=[C:15]([Cl:14])[C:16]=1[F:35])[CH3:25].[Cl:1][C:2]1[C:3]([F:13])=[C:4]([CH:8]=[C:9]([Cl:12])[C:10]=1[F:11])[C:5]([C:41](=[CH:42][NH:43][CH:49]1[CH2:50][CH2:51]1)[C:52]([O:54][CH2:55][CH3:56])=[O:53])=[O:6]. Reported procedure: 3,5-Dichloro-2,4-difluoro-benzoyl fluoride is reacted analogously to Example A, the reaction passing through the following stages: ethyl(3,5-dichloro-2,4-difluoro-benzoyl)-acetate (yield: 43%, boiling point 133° C./2.5 mm Hg), ethyl 2-(3,5-dichloro-2,4-difluoro-benzoyl)-3-ethoxy-acrylate (crude yield: 91%, oil), ethyl 2-(3,5-dichloro-2,4-difluoro-benzoyl)-3-cyclopropylamino-acrylate (yield: 96%, melting point 71°-74° C.), ethyl 6,8-dichloro-1-cyclopropyl-7-fluoro-1,4-dihydro-4-oxo-3-quinolinecar... Reaction SMILES: Br[C:2]1[N:3]=[CH:4][N:5]([C:7]2[CH:12]=[CH:11][CH:10]=[CH:9][CH:8]=2)[CH:6]=1.[O:13]1[CH:17]=[CH:16][CH:15]=[C:14]1B(O)O.C([O-])([O-])=O.[K+].[K+]>C1(C)C(CO)=CC=CC=1>[O:13]1[CH:17]=[CH:16][CH:15]=[C:14]1[C:2]1[N:3]=[CH:4][N:5]([C:7]2[CH:12]=[CH:11][CH:10]=[CH:9][CH:8]=2)[CH:6]=1 |f:2.3.4|. Yields the product O1C(=CC=C1)C=1N=CN(C1)C1=CC=CC=C1 (4-(furan-2-yl)-1-phenyl-1H-imidazole). Solvent: C=1(C(=CC=CC1)CO)C (toluene-methanol). The yield is 21.1%. Procedure details: 4-Bromo-1-phenyl-1H-imidazole (200 mg, 0.9 mmol), furan-2-ylboronic acid (342 mg, 3 mmol), PEPPSI-iPr (18 mg, 0.026 mmol), and K2CO3 (640 mg, 4.64 mmol) were then combined in toluene-methanol (1:1) (4 ml). The reaction mixture was heated under microwave at 80° C. for 20 minutes. It was then filtered and washed with toluene-MeOH (5 ml), and the filtrate was concentrated to yield a crude mixture. The crude mixture was then column purified using 15-20% ethyl acetate/hexanes to afford the desired 4-... The reactants are BrC=1N=CN(C1)C1=CC=CC=C1 (4-Bromo-1-phenyl-1H-imidazole), C(=O)([O-])[O-].[K+].[K+] (K2CO3), crude mixture, O1C(=CC=C1)B(O)O (furan-2-ylboronic acid), PEPPSI-iPr. Reaction conditions: temperature 80 celsius. Starting materials: N1(CCOCC1)C=1N=C(NC(C1)=O)CC(=O)[O-].[Na+] (sodium [4-(morpholin-4-yl)-6-oxo-1,6-dihydropyrimidin-2-yl]acetate), FC1=C2CCNC2=CC(=C1)F (4,6-difluoro-2,3-dihydro-1H-indole), Cl.CN(CCCN=C=NCC)C (N-[3-(dimethylamino)propyl]-N′-ethylcarbodiimide hydrochloride). Run in N1=CC=CC=C1 (pyridine), CN(C=O)C (N,N-dimethylformamide). Product: FC1=C2CCN(C2=CC(=C1)F)C(CC1=NC(=CC(N1)=O)N1CCOCC1)=O (2-[2-(4,6-difluoro-2,3-dihydro-1H-indol-1-yl)-2-oxoethyl]-6-(morpholin-4-yl)pyrimidin-4(3H)-one). Yield: 59.8%. RXN SMILES: [N:1]1([C:7]2[N:8]=[C:9]([CH2:14][C:15]([O-:17])=O)[NH:10][C:11](=[O:13])[CH:12]=2)[CH2:6][CH2:5][O:4][CH2:3][CH2:2]1.[Na+].[F:19][C:20]1[CH:28]=[C:27]([F:29])[CH:26]=[C:25]2[C:21]=1[CH2:22][CH2:23][NH:24]2.Cl.CN(C)CCCN=C=NCC>N1C=CC=CC=1.CN(C)C=O>[F:19][C:20]1[CH:28]=[C:27]([F:29])[CH:26]=[C:25]2[C:21]=1[CH2:22][CH2:23][N:24]2[C:15](=[O:17])[CH2:14][C:9]1[NH:10][C:11](=[O:13])[CH:12]=[C:7]([N:1]2[CH2:2][CH2:3][O:4][CH2:5][CH2:6]2)[N:8]=1 |f:0.1,3.4|. Procedure: The product is prepared according to the procedure described in example 5, using 261 mg of sodium [4-(morpholin-4-yl)-6-oxo-1,6-dihydropyrimidin-2-yl]acetate, 310 mg of 4,6-difluoro-2,3-dihydro-1H-indole, and 254 mg of N-[3-(dimethylamino)propyl]-N′-ethylcarbodiimide hydrochloride in a mixture of 0.16 ml of pyridine and 4 ml of N,N-dimethylformamide. 225 mg of 2-[2-(4,6-difluoro-2,3-dihydro-1H-indol-1-yl)-2-oxoethyl]-6-(morpholin-4-yl)pyrimidin-4(3H)-one are obtained in the form of a white solid...